This data is from the Open Reaction Database (ORD), a public repository of structured organic reaction records. The task is: describe an organic reaction: reactants, conditions, products, and yield Reactants: FC(S(=O)(=O)OC1=CCC2(CCN(CC2)C(=O)OC(C)(C)C)C2=CC=CC=C12)(F)F (tert-butyl 4-(trifluoromethylsulfonyloxy)-2H-spiro[naphthalene-1,4′-piperidine]-1′-carboxylate), [C-]#N.[Na+] (sodium cyanide). The solvent is C(C)#N (acetonitrile). The yield is 92.5%. Yields the product C(#N)C1=CCC2(CCN(CC2)C(=O)OC(C)(C)C)C2=CC=CC=C12 (tert-butyl 4-cyano-2H-spiro[naphthalene-1,4′-piperidine]-1′-carboxylate). Procedure details: A mixture of the triflate (A2) (447 mg, 1 mmol), sodium cyanide (100 mg, 2 mmol), copper (I) iodide (19 mg, 0.1 mmol) and tetrakis(triphenylphosphine)palladium(0) (58 mg, 0.05 mmol) in acetonitrile (10 ml) was degassed and heated under reflux under nitrogen for 4 h. After concentration, the residue was directly purified by flash chromatography (hexane/EtOAc 8:2) to give tert-butyl 4-cyano-2H-spiro[naphthalene-1,4′-piperidine]-1′-carboxylate (A3) (300 mg). LC-MS: m/e=269.0 (M+H−C(CH3)3. Rt=3.75 m... RXN SMILES: FC(F)(F)S(O[C:7]1[C:28]2[C:23](=[CH:24][CH:25]=[CH:26][CH:27]=2)[C:10]2([CH2:15][CH2:14][N:13]([C:16]([O:18][C:19]([CH3:22])([CH3:21])[CH3:20])=[O:17])[CH2:12][CH2:11]2)[CH2:9][CH:8]=1)(=O)=O.[C-:31]#[N:32].[Na+]>C(#N)C.[Cu]I.C1C=CC([P]([Pd]([P](C2C=CC=CC=2)(C2C=CC=CC=2)C2C=CC=CC=2)([P](C2C=CC=CC=2)(C2C=CC=CC=2)C2C=CC=CC=2)[P](C2C=CC=CC=2)(C2C=CC=CC=2)C2C=CC=CC=2)(C2C=CC=CC=2)C2C=CC=CC=2)=CC=1>[C:31]([C:7]1[C:28]2[C:23](=[CH:24][CH:25]=[CH:26][CH:27]=2)[C:10]2([CH2:11][CH2:12][N:13]([C:16]([O:18][C:19]([CH3:22])([CH3:21])[CH3:20])=[O:17])[CH2:14][CH2:15]2)[CH2:9][CH:8]=1)#[N:32] |f:1.2,^1:42,44,63,82|. Reagents/catalysts: [Cu]I (copper (I) iodide), C=1C=CC(=CC1)[P](C=2C=CC=CC2)(C=3C=CC=CC3)[Pd]([P](C=4C=CC=CC4)(C=5C=CC=CC5)C=6C=CC=CC6)([P](C=7C=CC=CC7)(C=8C=CC=CC8)C=9C=CC=CC9)[P](C=1C=CC=CC1)(C=1C=CC=CC1)C=1C=CC=CC1 (tetrakis(triphenylphosphine)palladium(0)). Reactants: BrC=1C=C(C2=C(C1)C1=C(CCN(C=C1)C(=O)OCC)O2)Cl (ethyl 9-bromo-7-chloro-4,5-dihydro-3H-benzofuro[2,3-d]azepine-3-carboxylate), FC(C(=O)O)(F)F (trifluoroacetic acid), C(C)[SiH](CC)CC (triethylsilane). The product is BrC=1C=C(C2=C(C1)C1=C(CCN(CC1)C(=O)OCC)O2)Cl (ethyl 9-bromo-7-chloro-4,5-dihydro-1H-benzofuro[2,3-d]azepine-3(2H)-carboxylate). Yield: 99.1%. As a reaction SMILES: [Br:1][C:2]1[CH:3]=[C:4]([Cl:21])[C:5]2[O:20][C:9]3[CH2:10][CH2:11][N:12]([C:15]([O:17][CH2:18][CH3:19])=[O:16])[CH:13]=[CH:14][C:8]=3[C:6]=2[CH:7]=1.FC(F)(F)C(O)=O.C([SiH](CC)CC)C>>[Br:1][C:2]1[CH:3]=[C:4]([Cl:21])[C:5]2[O:20][C:9]3[CH2:10][CH2:11][N:12]([C:15]([O:17][CH2:18][CH3:19])=[O:16])[CH2:13][CH2:14][C:8]=3[C:6]=2[CH:7]=1. Procedure: To a solution of the product of step C (50 mg, 0.13 mmol) and trifluoroacetic acid (0.75 mL) at 0° C. was added triethylsilane (64 μL, 0.40 mmol). The reaction was allowed to warm to ambient temperature over 14 h then quenched by addition of aqueous sodium bicarbonate solution. The mixture was extracted with dichloromethane (2×20 mL) and the combined organic extracts dried over anhydrous Na2SO4, filtered, and the filtrate concentrated in vacuo. The residue was purified by flash column chromatogr... Starting materials: BrC1=C(C=CC(=C1)F)C1N=C(NC(=C1C(=O)OCC)CBr)C=1SC=CN1 (Ethyl 4-(2-bromo-4-fluorophenyl)-6-(bromomethyl)-2-(thiazol-2-yl)-1,4-dihydropyrimidine-5-carboxylate), Cl.N1C(COCC1)C(=O)OC(C)C (isopropyl morpholine-3-carboxylate hydrochloride). Product: BrC1=C(C=CC(=C1)F)C1C(=C(NC(=N1)C=1SC=CN1)CN1C(COCC1)C(=O)OC(C)C)C(=O)OCC (Isopropyl 4-((6-(2-bromo-4-fluorophenyl)-5-(ethoxycarbonyl)-2-(thiazol-2-yl)-3,6-dihydropyrimidin-4-yl)methyl)morpholine-3-carboxylate). The yield is 60.1%. Reaction SMILES: [Br:1][C:2]1[CH:7]=[C:6]([F:8])[CH:5]=[CH:4][C:3]=1[CH:9]1[C:14]([C:15]([O:17][CH2:18][CH3:19])=[O:16])=[C:13]([CH2:20]Br)[NH:12][C:11]([C:22]2[S:23][CH:24]=[CH:25][N:26]=2)=[N:10]1.Cl.[NH:28]1[CH2:33][CH2:32][O:31][CH2:30][CH:29]1[C:34]([O:36][CH:37]([CH3:39])[CH3:38])=[O:35]>>[Br:1][C:2]1[CH:7]=[C:6]([F:8])[CH:5]=[CH:4][C:3]=1[CH:9]1[N:10]=[C:11]([C:22]2[S:23][CH:24]=[CH:25][N:26]=2)[NH:12][C:13]([CH2:20][N:28]2[CH2:33][CH2:32][O:31][CH2:30][CH:29]2[C:34]([O:36][CH:37]([CH3:39])[CH3:38])=[O:35])=[C:14]1[C:15]([O:17][CH2:18][CH3:19])=[O:16] |f:1.2|. Reported procedure: Ethyl 4-(2-bromo-4-fluorophenyl)-6-(bromomethyl)-2-(thiazol-2-yl)-1,4-dihydropyrimidine-5-carboxylate (2.52 g, 5 mmol) was reacted with isopropyl morpholine-3-carboxylate hydrochloride (1.05 g, 5 mmol) according to the procedure as described in Example 24 to give the title compound as a yellow solid (1.79 g, 60%). The compound was characterized by the following spectroscopic data: Starting materials: NC=1C=C2C(=CNC2=CC1)C=1CCN(CC1)C (5-amino-3-(1-methyl-1,2,3,6-tetrahydropyridin-4-yl)-1H-indole), C(C1=CC=CC=C1)(=O)Cl (benzoyl chloride). The product is C(C1=CC=CC=C1)(=O)NC=1C=C2C(=CNC2=CC1)C=1CCN(CC1)C (5-(benzoyl)amino-3-(1-methyl-1,2,3,6-tetrahydropyridin-4-yl)-1H-indole). The yield is 28.8%. As a reaction SMILES: [NH2:1][C:2]1[CH:3]=[C:4]2[C:8](=[CH:9][CH:10]=1)[NH:7][CH:6]=[C:5]2[C:11]1[CH2:12][CH2:13][N:14]([CH3:17])[CH2:15][CH:16]=1.[C:18](Cl)(=[O:25])[C:19]1[CH:24]=[CH:23][CH:22]=[CH:21][CH:20]=1>>[C:18]([NH:1][C:2]1[CH:3]=[C:4]2[C:8](=[CH:9][CH:10]=1)[NH:7][CH:6]=[C:5]2[C:11]1[CH2:12][CH2:13][N:14]([CH3:17])[CH2:15][CH:16]=1)(=[O:25])[C:19]1[CH:24]=[CH:23][CH:22]=[CH:21][CH:20]=1. Procedure: Beginning with 1.13 gm (5.0 mMol) 5-amino-3-(1-methyl-1,2,3,6-tetrahydropyridin-4-yl)-1H-indole and 0.58 mL (5.0 mMol) benzoyl chloride, 0.477 gm (28.9%) of the title compound were recovered as a light green solid. Starting materials: C(#N)C1=NC=CC=C1C(=O)OCC (ethyl 2-cyano-3-pyridinecarboxylate), Cl (HCl), [H][H] (hydrogen). Reagents/catalysts: [Pd] (Pd/C). The solvent is C(C)O (ethanol). Reaction conditions: time 12 hour. Yields the product Cl.NCC1=NC=CC=C1C(=O)OCC (ethyl 2-(aminomethyl)-3-pyridinecarboxylate HCl). As a reaction SMILES: [C:1]([C:3]1[C:8]([C:9]([O:11][CH2:12][CH3:13])=[O:10])=[CH:7][CH:6]=[CH:5][N:4]=1)#[N:2].[ClH:14].[H][H]>C(O)C.[Pd]>[ClH:14].[NH2:2][CH2:1][C:3]1[C:8]([C:9]([O:11][CH2:12][CH3:13])=[O:10])=[CH:7][CH:6]=[CH:5][N:4]=1 |f:5.6|. Procedure details: To a solution of ethyl 2-cyano-3-pyridinecarboxylate (2.5 g) and conc. HCl (5 mL) in 150 mL ethanol was added 10% Pd/C (wet, 250 mg) and the reaction mixture was hydrogenated using a hydrogen balloon and stirred for 12 h. The reaction was filtered through celite and ethanol was evaporated to give ethyl 2-(aminomethyl)-3-pyridinecarboxylate HCl as a white solid which was used in the next step without further purification. Starting materials: [F-].[Cs+] (Cesium fluoride), ClC=1C=C(C#N)C=CN1 (2-chloroisonicotinonitrile), O (H2O). Solvent: S1(=O)(=O)CCCC1 (sulfolane). Conditions: temperature 100 celsius. Yields the product FC=1C=C(C#N)C=CN1 (2-fluoroisonicotinonitrile). Yield: 89345.7%. Reaction SMILES: [F-:1].[Cs+].Cl[C:4]1[CH:5]=[C:6]([CH:9]=[CH:10][N:11]=1)[C:7]#[N:8].O>S1(CCCC1)(=O)=O>[F:1][C:4]1[CH:5]=[C:6]([CH:9]=[CH:10][N:11]=1)[C:7]#[N:8] |f:0.1|. Procedure details: Cesium fluoride (30 g, 0.22 mmol) was slurried in dry sulfolane (150 mL) and concentrated via vacuum distillation at 0.5 mm Hg. After removal of 20% of the solvent, the suspension was cooled and 2-chloroisonicotinonitrile (15 g, 0.11 mmol) was added, then stirred and heated at 100° C. for 20 h. It was cooled to 25° C., poured into H2O (200 mL) and extracted with Et2O. The Et2O phase was washed with H2O, then brine, dried over Na2SO4, filtered and concentrated in vacuo. The residue was purified b...